This data is from the Open Reaction Database (ORD), a public repository of structured organic reaction records. The task is: describe an organic reaction: reactants, conditions, products, and yield Starting materials: ice water, CNCCO (2-(methylamino)ethanol), FC1=CC=C(C=O)C=C1 (4-fluorobenzaldehyde), C([O-])([O-])=O.[K+].[K+] (potassium carbonate). Run in CS(=O)C (dimethylsulfoxide). Reaction conditions: temperature 95 celsius. Product: NC1=C(C=O)C=CC=C1 (Aminobenzaldehyde). Reaction SMILES: C[NH:2]CCO.F[C:7]1[CH:14]=[CH:13][C:10]([CH:11]=[O:12])=[CH:9][CH:8]=1.C(=O)([O-])[O-].[K+].[K+]>CS(C)=O>[NH2:2][C:13]1[CH:14]=[CH:7][CH:8]=[CH:9][C:10]=1[CH:11]=[O:12] |f:2.3.4|. Procedure: Following the procedure described in U.S. Pat. No. 4,808,332, a reactor is charged with 2-(methylamino)ethanol (134 g, 1.8 moles), 4-fluorobenzaldehyde (74.4 g, 0.6 mole), potassium carbonate (82.8 g, 0.6 mole) and dimethylsulfoxide (750 ml), and the mixture is heated at 95° C. for 72 hours. The product mixture is cooled and poured into three liters of ice water. The yellow solid that precipitates is filtered, washed with water, and dried in a vacuum oven, mp 72° C. The 4-[N-(2-hydroxyethyl)-N-m... Starting materials: Clc1ncc(Br)cn1, C=CC(=O)OCC, Cc1ccccc1P(c1ccccc1C)c1ccccc1C, CCN(C(C)C)C(C)C, CC(=O)[O-], CC(=O)[O-], CN(C)C=O, [Pd+2]. As a reaction SMILES: [Br:1][c:2]1[cH:3][n:4][c:5]([Cl:8])[n:6][cH:7]1.[C:9]([CH:10]=[CH2:11])(=[O:12])[O:13][CH2:14][CH3:15].[CH3:16][c:17]1[cH:18][cH:19][cH:20][cH:21][c:22]1[P:23]([c:24]1[cH:25][cH:26][cH:27][cH:28][c:29]1[CH3:30])[c:31]1[cH:32][cH:33][cH:34][cH:35][c:36]1[CH3:37].[CH:38]([N:39]([CH2:40][CH3:41])[CH:42]([CH3:43])[CH3:44])([CH3:45])[CH3:46].[O-:53][C:54]([CH3:55])=[O:56].[O-:57][C:58]([CH3:59])=[O:60].[O:47]=[CH:48][N:49]([CH3:50])[CH3:51].[Pd+2:52]>>[c:2]1([CH:11]=[CH:10][C:9](=[O:12])[O:13][CH2:14][CH3:15])[cH:3][n:4][c:5]([Cl:8])[n:6][cH:7]1. Yields the product CCOC(=O)C=Cc1cnc(Cl)nc1. Starting materials: C(C)C1(C(C2=C(C(=C(C=C2C1)OC)Cl)Cl)=O)CC (2,2-diethyl-5-methoxy-6,7-dichloro- 1-indanone), [Cl-].[Al+3].[Cl-].[Cl-] (aluminum chloride). Solvent: CCCCCCC (heptane). Yields the product C(C)C1(C(C2=C(C(=C(C=C2C1)O)Cl)Cl)=O)CC (2,2-Diethyl-5-hydroxy-6,7-dichloro-1-indanone). Reaction SMILES: [CH2:1]([C:3]1([CH2:17][CH3:18])[CH2:11][C:10]2[C:5](=[C:6]([Cl:15])[C:7]([Cl:14])=[C:8]([O:12]C)[CH:9]=2)[C:4]1=[O:16])[CH3:2].[Cl-].[Al+3].[Cl-].[Cl-]>CCCCCCC>[CH2:17]([C:3]1([CH2:1][CH3:2])[CH2:11][C:10]2[C:5](=[C:6]([Cl:15])[C:7]([Cl:14])=[C:8]([OH:12])[CH:9]=2)[C:4]1=[O:16])[CH3:18] |f:1.2.3.4|. Procedure details: A stirred suspension of 2,2-diethyl-5-methoxy-6,7-dichloro- 1-indanone (4.0 g., 0.014 mole) and aluminum chloride (4.7 g., 0.035 mole) in heptane (150 ml.) is refluxed for one hour and cooled. The heptane is decanted from the reaction mixture and the solid residue is treated with water (200 ml.) and concentrated hydrochloric acid (20 ml.). The 2,2-diethyl-5-hydroxy-6,7-dichloro-1-indanone which separates (3.7 g.) melts at 184° C. after recrystalization from butyl chloride.